This data is from the Open Reaction Database (ORD), a public repository of structured organic reaction records. The task is: describe an organic reaction: reactants, conditions, products, and yield Starting materials: N1(CCOCC1)C1=NC=C(C=N1)C=O (2-morpholin-4-ylpyrimidine-5-carboaldehyde), BrC=1C=C(CO[Si](C)(C)C(C)(C)C)C=CC1 ([(3-Bromobenzyl)oxy](tert-butyl)dimethylsilane), C1CCOC1 (THF), C(CCC)[Li].CCCCCC (n-butyl lithium hexane). Run in CCOC(=O)C (EtOAc), O (Water). Conditions: temperature -78 celsius, time 10 minute. Yields the product [Si](C)(C)(C(C)(C)C)OCC=1C=C(C=CC1)C(O)C=1C=NC(=NC1)N1CCOCC1 ([3-({[tert-butyl(dimethyl)silyl]oxy}methyl)phenyl][2-(morpholin-4-yl)pyrimidin-5-yl]methanol). Yield: 85.0%. RXN SMILES: Br[C:2]1[CH:3]=[C:4]([CH:14]=[CH:15][CH:16]=1)[CH2:5][O:6][Si:7]([C:10]([CH3:13])([CH3:12])[CH3:11])([CH3:9])[CH3:8].C1COCC1.C([Li])CCC.CCCCCC.[N:33]1([C:39]2[N:44]=[CH:43][C:42]([CH:45]=[O:46])=[CH:41][N:40]=2)[CH2:38][CH2:37][O:36][CH2:35][CH2:34]1>CCOC(C)=O.O>[Si:7]([O:6][CH2:5][C:4]1[CH:3]=[C:2]([CH:45]([C:42]2[CH:43]=[N:44][C:39]([N:33]3[CH2:34][CH2:35][O:36][CH2:37][CH2:38]3)=[N:40][CH:41]=2)[OH:46])[CH:16]=[CH:15][CH:14]=1)([C:10]([CH3:13])([CH3:12])[CH3:11])([CH3:9])[CH3:8] |f:2.3|. Procedure: [(3-Bromobenzyl)oxy](tert-butyl)dimethylsilane (860 mg) was mixed with THF (10 ml), followed by cooling to −78° C. under argon atmosphere. A 1.60 M n-butyl lithium/hexane solution (1.8 ml) was added dropwise thereto, followed by stirring at −78° C. for 10 minutes, and then 2-morpholin-4-ylpyrimidine-5-carboaldehyde (500 mg) was added thereto. The mixture was warmed to 0° C. over 1 hour and then stirred again at 0° C. for 1 hour. Water and EtOAc were added to the reaction mixture, and the organic...